From a dataset of the Open Reaction Database (ORD), a public repository of structured organic reaction records. describe an organic reaction: reactants, conditions, products, and yield Starting materials: CS(=O)(=O)O (methanesulfonic acid), OC=1C=CC=C(C1)C1=NN=C(S1)NC(C1=C(C=CC=C1OC)OC)=O (N-[5-(5-hydroxyphenyl)-1,3,4-thiadiazol-2-yl]-2,6-dimethoxybenzamide), ice water, [OH-].[NH4+] (ammonium hydroxide). The product is OC1=CC=C(C=C1)C1=NN=C(S1)NC(C1=C(C=CC=C1OC)OC)=O (N-[5-(4-hydroxyphenyl)-1,3,4-thiadiazol-2-yl]-2,6-dimethoxybenzamide). Reaction SMILES: CS(O)(=O)=[O:3].[OH-].[NH4+].O[C:9]1[CH:10]=[CH:11][CH:12]=[C:13]([C:15]2[S:19][C:18]([NH:20][C:21](=[O:32])[C:22]3[C:27]([O:28][CH3:29])=[CH:26][CH:25]=[CH:24][C:23]=3[O:30][CH3:31])=[N:17][N:16]=2)[CH:14]=1>>[OH:3][C:10]1[CH:11]=[CH:12][C:13]([C:15]2[S:19][C:18]([NH:20][C:21](=[O:32])[C:22]3[C:27]([O:28][CH3:29])=[CH:26][CH:25]=[CH:24][C:23]=3[O:30][CH3:31])=[N:17][N:16]=2)=[CH:14][CH:9]=1 |f:1.2|. Reported procedure: The residue produced above was stirred, and 20 g. of methanesulfonic acid was added dropwise to it. After 4 hours of stirring, at room temperature, the solution was poured into 300 ml. of ice water, and the pH was adjusted with ammonium hydroxide to 7.5. A precipitate separated, which was collected and recrystallized from acetone to produce 2.5 g. of N-[5-(5-hydroxyphenyl)-1,3,4-thiadiazol-2-yl]-2,6-dimethoxybenzamide, m.p. above 260°. Yields the product COc1ccc(-c2ccnc(C)c2)cc1CN(C(=O)c1sc2cccc(F)c2c1Cl)C1CCC(N(C)C(=O)OC(C)(C)C)CC1. RXN SMILES: [CH3:1][O:2][c:3]1[c:4]([CH2:5][NH:6][CH:7]2[CH2:8][CH2:9][CH:10]([N:13]([C:14]([O:15][C:16]([CH3:17])([CH3:18])[CH3:19])=[O:20])[CH3:21])[CH2:11][CH2:12]2)[cH:22][c:23](-[c:26]2[cH:27][c:28]([CH3:32])[n:29][cH:30][cH:31]2)[cH:24][cH:25]1.[Cl:33][c:34]1[c:35]2[c:36]([s:37][c:38]1[C:39](=[O:40])[Cl:41])[cH:42][cH:43][cH:44][c:45]2[F:46]>>[CH3:1][O:2][c:3]1[c:4]([CH2:5][N:6]([CH:7]2[CH2:8][CH2:9][CH:10]([N:13]([C:14]([O:15][C:16]([CH3:17])([CH3:18])[CH3:19])=[O:20])[CH3:21])[CH2:11][CH2:12]2)[C:39]([c:38]2[c:34]([Cl:33])[c:35]3[c:36]([s:37]2)[cH:42][cH:43][cH:44][c:45]3[F:46])=[O:40])[cH:22][c:23](-[c:26]2[cH:27][c:28]([CH3:32])[n:29][cH:30][cH:31]2)[cH:24][cH:25]1. Starting materials: COc1ccc(-c2ccnc(C)c2)cc1CNC1CCC(N(C)C(=O)OC(C)(C)C)CC1, O=C(Cl)c1sc2cccc(F)c2c1Cl. Reactants: C[N+]1([O-])CCOCC1, CC#N, CCC[N+](CCC)(CCC)CCC, O=[Ru](=O)(=O)[O-], OCCCOc1ccc(CO)cc1. Product: O=Cc1ccc(OCCCO)cc1. RXN SMILES: [CH3:14][N+:15]1([O-:16])[CH2:17][CH2:18][O:19][CH2:20][CH2:21]1.[CH3:22][C:23]#[N:24].[CH3:30][CH2:31][CH2:32][N+:33]([CH2:34][CH2:35][CH3:36])([CH2:37][CH2:38][CH3:39])[CH2:40][CH2:41][CH3:42].[O-:25][Ru:26](=[O:27])(=[O:28])=[O:29].[OH:1][CH2:2][c:3]1[cH:4][cH:5][c:6]([O:7][CH2:8][CH2:9][CH2:10][OH:11])[cH:12][cH:13]1>>[O:1]=[CH:2][c:3]1[cH:4][cH:5][c:6]([O:7][CH2:8][CH2:9][CH2:10][OH:11])[cH:12][cH:13]1. The reactants are ClC1=NC(=C2N=CN(C2=N1)[C@@H]1O[C@@H]([C@H]([C@H]1O)O)C1=NC(=NO1)C)NC(CC)CC ((2R,3R,4S,5S)-2-[2-Chloro-6-(1-ethyl-propylamino)-purin-9-yl]-5-(3-methyl-[1,2,4]oxadiazol-5-yl)-tetrahydro-furan-3,4-diol), NCCN1CCOCC1 (4-(2-aminoethyl)morpholine), NCCN1CCOCC1 (4-(2-aminoethyl)morpholine). The solvent is CS(=O)C (DMSO). Reaction conditions: temperature 80 celsius. Product: C(=O)O.C(C)C(CC)NC1=C2N=CN(C2=NC(=N1)NCCN1CCOCC1)[C@@H]1O[C@@H]([C@H]([C@H]1O)O)C1=NC(=NO1)C ((2R,3R,4S,5S)-2-[6-(1-Ethyl-propylamino)-2-(2-morpholin-4-yl-ethylamino)-purin-9-yl]-5-(3-methyl-[1,2,4]oxadiazol-5-yl)-tetrahydro-furan-3,4-diol formate). As a reaction SMILES: Cl[C:2]1[N:10]=[C:9]2[C:5]([N:6]=[CH:7][N:8]2[C@H:11]2[C@H:15]([OH:16])[C@H:14]([OH:17])[C@@H:13]([C:18]3[O:22][N:21]=[C:20]([CH3:23])[N:19]=3)[O:12]2)=[C:4]([NH:24][CH:25]([CH2:28][CH3:29])[CH2:26][CH3:27])[N:3]=1.[NH2:30][CH2:31][CH2:32][N:33]1[CH2:38][CH2:37][O:36][CH2:35][CH2:34]1>CS(C)=O>[CH:18]([OH:22])=[O:36].[CH2:26]([CH:25]([NH:24][C:4]1[N:3]=[C:2]([NH:30][CH2:31][CH2:32][N:33]2[CH2:38][CH2:37][O:36][CH2:35][CH2:34]2)[N:10]=[C:9]2[C:5]=1[N:6]=[CH:7][N:8]2[C@H:11]1[C@H:15]([OH:16])[C@H:14]([OH:17])[C@@H:13]([C:18]2[O:22][N:21]=[C:20]([CH3:23])[N:19]=2)[O:12]1)[CH2:28][CH3:29])[CH3:27] |f:3.4|. Procedure details: Intermediate 11 (0.069 g, 0.163 mmol) and 4-(2-aminoethyl)morpholine (0.107 ml, 0.815 mmol) were dissolved in DMSO (0.03 ml) and heated at 80° C. for 26 h in a sealed vial (eg Reacti vial™), a further portion of 4-(2-aminoethyl)morpholine (0.053 ml, 0.407 mmol) was added after the first 20 h. The product was purified by Autoprep. HPLC to give the title compournd after freeze drying as a brown solid (0.059 g). LC/MS system B Rt=2.19 min, m/z=517MH+.